From a dataset of the Open Reaction Database (ORD), a public repository of structured organic reaction records. describe an organic reaction: reactants, conditions, products, and yield Starting materials: N1CCNCC1 (piperazine), ClC1=NSC2=C1C=CC=C2 (3-chloro-1,2-benzisothiazole), O (water). Run in C(C)(C)(C)O (t-butanol), C(C)(C)(C)O (t-butanol). Reaction conditions: temperature 100 celsius, time 45 minute. Product: Cl.N1(CCNCC1)C1=NSC2=C1C=CC=C2 (3-(1-piperazinyl)-1,2-benzisothiazole hydrochloride). The yield is 83.8%. As a reaction SMILES: [NH:1]1[CH2:6][CH2:5][NH:4][CH2:3][CH2:2]1.[Cl:7][C:8]1[C:12]2[CH:13]=[CH:14][CH:15]=[CH:16][C:11]=2[S:10][N:9]=1.O>C(O)(C)(C)C>[ClH:7].[N:1]1([C:8]2[C:12]3[CH:13]=[CH:14][CH:15]=[CH:16][C:11]=3[S:10][N:9]=2)[CH2:6][CH2:5][NH:4][CH2:3][CH2:2]1 |f:4.5|. Procedure: Anhydrous piperazine (49.4 g, 0.57 mol) and t-butanol (10 mL) were added to a dry, 300 mL round bottom flask equipped with a mechanical stirrer, thermometer, condenser topped with a nitrogen inlet, and pressure-equalizing dropping funnel. After the flask was purged with nitrogen, it was heated to 100° C. in an oil bath. A solution of 3-chloro-1,2-benzisothiazole (19.45 g, 0.11 mol) in t-butanol (10 mL) was added to the addition funnel, and then slowly added to the reaction flask over 20 minutes ... Reactants: BrC=1C=C(C=C(C(=O)OC)C1)C(=O)OC (dimethyl 5-bromoisophthalate), B(C=1C=CC(=CC1)C)(O)O (p-tolylboronic acid), C1(=CC=CC=C1)C (toluene), C([O-])([O-])=O.[Cs+].[Cs+] (cesium carbonate). The reagents and catalysts are [Pd].C1(=CC=CC=C1)P(C1=CC=CC=C1)C1=CC=CC=C1.C1(=CC=CC=C1)P(C1=CC=CC=C1)C1=CC=CC=C1.C1(=CC=CC=C1)P(C1=CC=CC=C1)C1=CC=CC=C1.C1(=CC=CC=C1)P(C1=CC=CC=C1)C1=CC=CC=C1 (tetrakis(triphenylphosphine)-palladium(0)). Solvent: O (water), C(C)O (ethanol). The product is CC1=CC=C(C=C1)C1=CC(=CC(=C1)C(=O)OC)C(=O)OC (Dimethyl 4′-methylbiphenyl-3,5-dicarboxylate). As a reaction SMILES: Br[C:2]1[CH:3]=[C:4]([C:12]([O:14][CH3:15])=[O:13])[CH:5]=[C:6]([CH:11]=1)[C:7]([O:9][CH3:10])=[O:8].B(O)(O)[C:17]1[CH:18]=[CH:19][C:20]([CH3:23])=[CH:21][CH:22]=1.C1(C)C=CC=CC=1.C(=O)([O-])[O-].[Cs+].[Cs+]>[Pd].C1(P(C2C=CC=CC=2)C2C=CC=CC=2)C=CC=CC=1.C1(P(C2C=CC=CC=2)C2C=CC=CC=2)C=CC=CC=1.C1(P(C2C=CC=CC=2)C2C=CC=CC=2)C=CC=CC=1.C1(P(C2C=CC=CC=2)C2C=CC=CC=2)C=CC=CC=1.O.C(O)C>[CH3:23][C:20]1[CH:21]=[CH:22][C:17]([C:2]2[CH:3]=[C:4]([C:12]([O:14][CH3:15])=[O:13])[CH:5]=[C:6]([C:7]([O:9][CH3:10])=[O:8])[CH:11]=2)=[CH:18][CH:19]=1 |f:3.4.5,6.7.8.9.10|. Reported procedure: To a mixture of dimethyl 5-bromoisophthalate (2.50 g, 9.15 mmol), p-tolylboronic acid (1.37 g, 10.1 mmol), toluene (50 mL), ethanol (10 mL), cesium carbonate (3.28 g, 10.1 mmol), and water (5 mL) under argon was added tetrakis(triphenylphosphine)-palladium(0) (529 mg, 0.458 mmol). The mixture was heated to reflux for 6 h, and then cooled to room temperature and filtered through Celite. The filtrate was concentrated and the residue was purified by silica gel column (0-50% EtOAc/hexane) to yield a... Reactants: O=C([O-])O, ClC(Cl)Cl, OC1(Cn2c(CCl)nc3cnc4ccccc4c32)CCCCC1, [Na+], O=C(OO)c1cccc(Cl)c1. The product is [O-][n+]1cc2nc(CCl)n(CC3(O)CCCCC3)c2c2ccccc21. RXN SMILES: [C:35](=[O:36])([OH:37])[O-:38].[CH:40]([Cl:41])([Cl:42])[Cl:43].[Cl:12][CH2:13][c:14]1[n:15]([CH2:27][C:28]2([OH:34])[CH2:29][CH2:30][CH2:31][CH2:32][CH2:33]2)[c:16]2[c:17]([cH:18][n:19][c:20]3[cH:21][cH:22][cH:23][cH:24][c:25]23)[n:26]1.[Na+:39].[OH:1][O:2][C:3]([c:4]1[cH:5][c:6]([Cl:7])[cH:8][cH:9][cH:10]1)=[O:11]>>[O-:1][n+:19]1[cH:18][c:17]2[c:16]([n:15]([CH2:27][C:28]3([OH:34])[CH2:29][CH2:30][CH2:31][CH2:32][CH2:33]3)[c:14]([CH2:13][Cl:12])[n:26]2)[c:25]2[c:20]1[cH:21][cH:22][cH:23][cH:24]2. Starting materials: CNc1nccc(CNc2ccccc2C(=O)Nc2ccc3c(c2)CN(C(=O)OC(C)(C)C)CC3(C)C)n1, ClCCl, O=C(O)C(F)(F)F. The product is CNc1nccc(CNc2ccccc2C(=O)Nc2ccc3c(c2)CNCC3(C)C)n1. Reaction SMILES: [C:1]([O:2][C:3](=[O:4])[N:8]1[CH2:9][c:10]2[cH:11][c:12]([NH:20][C:21]([c:22]3[c:23]([NH:28][CH2:29][c:30]4[n:31][c:32]([NH:36][CH3:37])[n:33][cH:34][cH:35]4)[cH:24][cH:25][cH:26][cH:27]3)=[O:38])[cH:13][cH:14][c:15]2[C:16]([CH3:18])([CH3:19])[CH2:17]1)([CH3:5])([CH3:6])[CH3:7].[Cl:46][CH2:47][Cl:48].[F:39][C:40]([F:41])([F:42])[C:43]([OH:44])=[O:45]>>[NH:8]1[CH2:9][c:10]2[cH:11][c:12]([NH:20][C:21]([c:22]3[c:23]([NH:28][CH2:29][c:30]4[n:31][c:32]([NH:36][CH3:37])[n:33][cH:34][cH:35]4)[cH:24][cH:25][cH:26][cH:27]3)=[O:38])[cH:13][cH:14][c:15]2[C:16]([CH3:18])([CH3:19])[CH2:17]1. Reactants: C1(CC1)C=1C=CC(=NC1OCC1CC1)C(=O)O (5-cyclopropyl-6-cyclopropylmethyloxy-pyridine-2-carboxylic acid), CC(C)(C)OC(=O)N(N)CC1CC1 (1-(cyclopropylmethyl)-hydrazinecarboxylic acid 1,1-dimethylethyl ester). The product is C(C)(C)(C)OC(=O)N(NC(=O)C1=NC(=C(C=C1)C1CC1)OCC1CC1)CC1CC1 (N′-(5-Cyclopropyl-6-cyclopropylmethoxy-pyridine-2-carbonyl)-N-cyclopropylmethyl-hydrazinecarboxylic acid tert-butyl ester). Procedure: The title compound was synthesized in analogy to Example 1, using 5-cyclopropyl-6-cyclopropylmethyloxy-pyridine-2-carboxylic acid (Example 42a) and 1-(cyclopropylmethyl)-hydrazinecarboxylic acid 1,1-dimethylethyl ester (CAN 1314973-05-1) as starting materials; LC-MS (UV peak area/ESI) 100%, 402.2375 (M+H)+. RXN SMILES: [CH:1]1([C:4]2[CH:5]=[CH:6][C:7]([C:15]([OH:17])=O)=[N:8][C:9]=2[O:10][CH2:11][CH:12]2[CH2:14][CH2:13]2)[CH2:3][CH2:2]1.[CH3:18][C:19]([O:22][C:23]([N:25]([CH2:27][CH:28]1[CH2:30][CH2:29]1)[NH2:26])=[O:24])([CH3:21])[CH3:20]>>[C:19]([O:22][C:23]([N:25]([CH2:27][CH:28]1[CH2:29][CH2:30]1)[NH:26][C:15]([C:7]1[CH:6]=[CH:5][C:4]([CH:1]2[CH2:2][CH2:3]2)=[C:9]([O:10][CH2:11][CH:12]2[CH2:13][CH2:14]2)[N:8]=1)=[O:17])=[O:24])([CH3:21])([CH3:18])[CH3:20]. The reactants are CCOC(=O)CCc1ccc(Cn2cccc(-c3ccc([N+](=O)[O-])cc3)c2=O)cc1, CCO, [H][H]. Yields the product CCOC(=O)CCc1ccc(Cn2cccc(-c3ccc(N)cc3)c2=O)cc1. RXN SMILES: [CH2:1]([CH3:2])[O:3][C:4]([CH2:5][CH2:6][c:7]1[cH:8][cH:9][c:10]([CH2:13][n:14]2[c:15](=[O:29])[c:16](-[c:20]3[cH:21][cH:22][c:23]([N+:26]([O-:27])=[O:28])[cH:24][cH:25]3)[cH:17][cH:18][cH:19]2)[cH:11][cH:12]1)=[O:30].[CH3:33][CH2:34][OH:35].[H:31][H:32]>>[CH2:1]([CH3:2])[O:3][C:4]([CH2:5][CH2:6][c:7]1[cH:8][cH:9][c:10]([CH2:13][n:14]2[c:15](=[O:29])[c:16](-[c:20]3[cH:21][cH:22][c:23]([NH2:26])[cH:24][cH:25]3)[cH:17][cH:18][cH:19]2)[cH:11][cH:12]1)=[O:30]. Starting materials: ClC=1C=C(C=CC1)B(O)O (3-chlorophenylboronic acid), C(C1=CC=CC=C1)(=O)NC1=C(C(=O)OC(C)(C)C)C=CC(=C1)Br (tert-butyl 2-(benzamido)-4-bromobenzoate), di(acetato)dicyclohexylphenylphosphine palladium(II), C([O-])([O-])=O.[Na+].[Na+] (sodium carbonate), polymer, polymer. Reagents/catalysts: [Pd+2].C1(CCCCC1)P(C1=CC=CC=C1)C1CCCCC1 (dicyclohexylphenylphosphine palladium(II)). Solvent: CN(C(C)=O)C (N,N-dimethylacetamide). Run at temperature 90 celsius, time 15 hour. Yields the product C(C1=CC=CC=C1)(=O)NC1=C(C(=O)OC(C)(C)C)C=CC(=C1)C1=CC(=CC=C1)Cl (tert-butyl 2-(benzamido)-4-(3-chlorophenyl)benzoate). As a reaction SMILES: [Cl:1][C:2]1[CH:3]=[C:4](B(O)O)[CH:5]=[CH:6][CH:7]=1.C(=O)([O-])[O-].[Na+].[Na+].[C:17]([NH:25][C:26]1[CH:38]=[C:37](Br)[CH:36]=[CH:35][C:27]=1[C:28]([O:30][C:31]([CH3:34])([CH3:33])[CH3:32])=[O:29])(=[O:24])[C:18]1[CH:23]=[CH:22][CH:21]=[CH:20][CH:19]=1>[Pd+2].C1(P(C2CCCCC2)C2C=CC=CC=2)CCCCC1.CN(C)C(=O)C>[C:17]([NH:25][C:26]1[CH:38]=[C:37]([C:4]2[CH:5]=[CH:6][CH:7]=[C:2]([Cl:1])[CH:3]=2)[CH:36]=[CH:35][C:27]=1[C:28]([O:30][C:31]([CH3:33])([CH3:34])[CH3:32])=[O:29])(=[O:24])[C:18]1[CH:19]=[CH:20][CH:21]=[CH:22][CH:23]=1 |f:1.2.3,5.6|. Reported procedure: 44 mp of 3-chlorophenylboronic acid, 49 mg of sodium carbonate and 6 mg of polymer supported di(acetato)dicyclohexylphenylphosphine palladium(II) were added to 2.5 mL of N,N-dimethylacetamide solution containing 70 mg of tert-butyl 2-(benzamido)-4-bromobenzoate, and stirred at 90° C. for 15 hours. After the reaction mixture was cooled to room temperature, 5.1 mg of polymer supported di(acetato) dicyclohexylphenylphosphine palladium(II) was added and stirred at 110° C. for 9 hours and 30 minutes.... Starting materials: CN1C(COC2=C1C=CC(=C2)CCBr)=O (4-methyl-7-(2-bromoethyl)2,3-dihydro 3-oxo 1,4-benzoxazine), C(CC)NCCC (dipropyl-amine). The solvent is O1CCOCC1 (dioxane). Conditions: time 4 day. The product is CN1C(COC2=C1C=CC(=C2)CCN(CCC)CCC)=O (4-METHYL-7-(2-DIPROPYLAMINOETHYL)-2,3-DIHYDRO-3-OXO-1,4-BENZOXAZINE). RXN SMILES: [CH3:1][N:2]1[C:7]2[CH:8]=[CH:9][C:10]([CH2:12][CH2:13]Br)=[CH:11][C:6]=2[O:5][CH2:4][C:3]1=[O:15].[CH2:16]([NH:19][CH2:20][CH2:21][CH3:22])[CH2:17][CH3:18]>O1CCOCC1>[CH3:1][N:2]1[C:7]2[CH:8]=[CH:9][C:10]([CH2:12][CH2:13][N:19]([CH2:20][CH2:21][CH3:22])[CH2:16][CH2:17][CH3:18])=[CH:11][C:6]=2[O:5][CH2:4][C:3]1=[O:15]. Reported procedure: 5.4 g of 4-methyl-7-(2-bromoethyl)2,3-dihydro 3-oxo 1,4-benzoxazine, dissolved beforehand in 120 cm3 of dioxane and 6 cm3 of (0.044 mol) of dipropyl-amine, are introduced into a 250 cm3 round-necked flask equipped with a reflux condendser. The mixture is heated to reflux with magnetic stirring for 4 days. After cooling, the reaction mixture is filtered and the filtrate is then evaporated on a water bath under vacuum. The residue is ground with distilled water and extracted with ethyl acetate. Th... Procedure details: A mixture of 21-hydroxyprogesterone (200 mg, 0.605 mmol), 1,5-dibromopentane (1.65 mL, 12.1 mmol), 40% KOH (300 μL), and tetrabutylammonium hydroxide (60 μL) was stirred for 16 h at room temperature. The reaction mixture was diluted in dichloromethane and washed with water three times. The organic layer was dried over sodium sulfate and concentrated by rotary evaporation. The crude residue was purified by flash chromatography with hexanes/ethyl acetate (2:1) as the eluent to afford 7 as a colorl... The product is BrCCCCCOCC(=O)C1CCC2C3CCC4=CC(CCC4(C3CCC12C)C)=O (17-(2-((5-Bromopentyl)oxy)acetyl)-10,13-dimethyl-6,7,8,9,10,11,12,13,14,15,16,17-dodecahydro-1H-cyclopenta[a]phenanthren-3(2H)-one). Isolated yield 43.1%. The solvent is ClCCl (dichloromethane). As a reaction SMILES: [CH3:1][C@@:2]12[C@@H:10]([C:11]([CH2:13][OH:14])=[O:12])[CH2:9][CH2:8][C@H:7]1[C@@H:6]1[CH2:15][CH2:16][C:17]3[C@@:23]([CH3:24])([C@H:5]1[CH2:4][CH2:3]2)[CH2:22][CH2:21][C:19](=[O:20])[CH:18]=3.[Br:25][CH2:26][CH2:27][CH2:28][CH2:29][CH2:30]Br.[OH-].[K+].[OH-].C([N+](CCCC)(CCCC)CCCC)CCC>ClCCl>[Br:25][CH2:26][CH2:27][CH2:28][CH2:29][CH2:30][O:14][CH2:13][C:11]([CH:10]1[C:2]2([CH3:1])[CH:7]([CH:6]3[CH:5]([CH2:4][CH2:3]2)[C:23]2([CH3:24])[C:17](=[CH:18][C:19](=[O:20])[CH2:21][CH2:22]2)[CH2:16][CH2:15]3)[CH2:8][CH2:9]1)=[O:12] |f:2.3,4.5|. Starting materials: C[C@]12CC[C@H]3[C@H]([C@@H]1CC[C@@H]2C(=O)CO)CCC4=CC(=O)CC[C@]34C (21-hydroxyprogesterone), BrCCCCCBr (1,5-dibromopentane), [OH-].[K+] (KOH), [OH-].C(CCC)[N+](CCCC)(CCCC)CCCC (tetrabutylammonium hydroxide). Reaction conditions: time 16 hour. The reactants are CN1C=CC2=CC=CC=C12 (1-methylindole), OS(=O)(=O)O (H2SO4), [H][H] (hydrogen). Reagents/catalysts: O=[Pt]=O (PtO2). Run in C(C)O (ethanol). Run at temperature 100 celsius. Yields the product CN1CCC2CCCCC12 (1-methyl-octahydroindole). Yield: 87.6%. As a reaction SMILES: [CH3:1][N:2]1[C:10]2[C:5](=[CH:6][CH:7]=[CH:8][CH:9]=2)[CH:4]=[CH:3]1.OS(O)(=O)=O.[H][H]>C(O)C.O=[Pt]=O>[CH3:1][N:2]1[CH:10]2[CH:5]([CH2:6][CH2:7][CH2:8][CH2:9]2)[CH2:4][CH2:3]1. Procedure: To a solution of 100 g of 1-methylindole in absolute ethanol in a 600 mL autoclave, 5 g of PtO2 and 10 mL of H2SO4 were added. The mixture was sealed and pressurized with hydrogen to 1500 psig. The reaction mixture was heated at 100° C. overnight while stirring at about 400 rpm. The reaction mixture was pressurized again to 1500 psig and heated at 100° C. for several more hours. The reaction mixture was cooled and filtered to remove the catalyst. The filtrate was concentrated on a rotary evapora...